This data is from the Open Reaction Database (ORD), a public repository of structured organic reaction records. The task is: describe an organic reaction: reactants, conditions, products, and yield Starting materials: CCO, O=C(Cc1ccc(Cl)cc1)c1ccc(Cl)cc1, NN, O. Product: NN=C(Cc1ccc(Cl)cc1)c1ccc(Cl)cc1. Reaction SMILES: [CH3:21][CH2:22][OH:23].[Cl:1][c:2]1[cH:3][cH:4][c:5]([C:8]([CH2:9][c:10]2[cH:11][cH:12][c:13]([Cl:16])[cH:14][cH:15]2)=[O:17])[cH:6][cH:7]1.[NH2:19][NH2:20].[OH2:18]>>[Cl:1][c:2]1[cH:3][cH:4][c:5]([C:8]([CH2:9][c:10]2[cH:11][cH:12][c:13]([Cl:16])[cH:14][cH:15]2)=[N:19][NH2:20])[cH:6][cH:7]1. Starting materials: C(=O)(OCC)C=1OC2=C(C1C)C(=C(C=C2F)CCC)O (2-carboethoxy-3-methyl-4-hydroxy-5-propyl-7-fluorobenzofuran), [OH-].[Na+] (sodium hydroxide). Run in CO (methanol). The product is CC1=C(OC2=C1C(=C(C=C2F)CCC)O)C(=O)O (3-methyl-4-hydroxy-5-propyl-7-fluorobenzofurancarboxylic acid). Isolated yield 87.0%. As a reaction SMILES: [C:1]([C:6]1[O:7][C:8]2[C:15]([F:16])=[CH:14][C:13]([CH2:17][CH2:18][CH3:19])=[C:12]([OH:20])[C:9]=2[C:10]=1[CH3:11])([O:3]CC)=[O:2].[OH-].[Na+]>CO>[CH3:11][C:10]1[C:9]2[C:12]([OH:20])=[C:13]([CH2:17][CH2:18][CH3:19])[CH:14]=[C:15]([F:16])[C:8]=2[O:7][C:6]=1[C:1]([OH:3])=[O:2] |f:1.2|. Reported procedure: To a solution of 2-carboethoxy-3-methyl-4-hydroxy-5-propyl-7-fluorobenzofuran (1.0 gm, 3.6 mmoles) in methanol (100 mL) was added 2N sodium hydroxide (10 mL) and the resulting solution was refluxed for a period of 4.5 hours. The reaction mixture was concentrated in vacuo. The residue was acidified with 3N hydrochloric acid and then extracted with ethylacetate. The organic phase was dried (Na2SO4), concentrated in vacuo, and 3-methyl-4-hydroxy-5-propyl-7-fluorobenzofurancarboxylic acid (0.79 gm; ... The reactants are OC1=C(C=NC2=C(C=CC=C12)Cl)C(=O)O (4-hydroxy-8-chloro-3-quinoline-carboxylic acid), S(=O)(Cl)Cl (thionyl chloride). Run at time 24 hour. Yields the product OC1=C(C=NC2=C(C=CC=C12)Cl)C(=O)Cl (4 -hydroxy-8-chloro-3-quinoline-carboxylic acid chloride). Reaction SMILES: [OH:1][C:2]1[C:11]2[C:6](=[C:7]([Cl:12])[CH:8]=[CH:9][CH:10]=2)[N:5]=[CH:4][C:3]=1[C:13]([OH:15])=O.S(Cl)([Cl:18])=O>>[OH:1][C:2]1[C:11]2[C:6](=[C:7]([Cl:12])[CH:8]=[CH:9][CH:10]=2)[N:5]=[CH:4][C:3]=1[C:13]([Cl:18])=[O:15]. Procedure details: A mixture of 9.2 g of 4-hydroxy-8-chloro-3-quinoline-carboxylic acid in 100ml of thionyl chloride was stirred at room temperature for 24 hours and wasthen vacuum filtered. The recovered precipitate was washed to obtain 0.4 g of 4 -hydroxy-8-chloro-3-quinoline-carboxylic acid chloride melting at 258° C. Starting materials: ClCCl, O=C(OC(=O)C(F)(F)F)C(F)(F)F, CCCOc1cc(C(N)=O)cc(C(=O)OC)c1, c1ccncc1. Yields the product CCCOc1cc(C#N)cc(C(=O)OC)c1. As a reaction SMILES: [Cl:37][CH2:38][Cl:39].[F:24][C:25]([F:26])([F:27])[C:28]([O:29][C:30](=[O:31])[C:32]([F:33])([F:34])[F:35])=[O:36].[NH2:1][C:2](=[O:3])[c:4]1[cH:5][c:6]([C:7](=[O:8])[O:9][CH3:10])[cH:11][c:12]([O:14][CH2:15][CH2:16][CH3:17])[cH:13]1.[cH:18]1[cH:19][cH:20][n:21][cH:22][cH:23]1>>[N:1]#[C:2][c:4]1[cH:5][c:6]([C:7](=[O:8])[O:9][CH3:10])[cH:11][c:12]([O:14][CH2:15][CH2:16][CH3:17])[cH:13]1. The reactants are C[O-].[Na+] (Sodium methoxide), BrC1=C2C(=C(N=C1)Cl)NN=C2 (4-bromo-7-chloro-1H-pyrazolo[3,4-c]pyridine), [Cl-].[NH4+] (ammonium chloride). Run at temperature 90 celsius, time 5 hour. Yields the product BrC1=C2C(=C(N=C1)OC)NN=C2 (4-bromo-7-methoxy-1H-pyrazolo[3,4-c]pyridine). Reaction SMILES: [CH3:1][O-:2].[Na+].[Br:4][C:5]1[CH:10]=[N:9][C:8](Cl)=[C:7]2[NH:12][N:13]=[CH:14][C:6]=12.[Cl-].[NH4+]>>[Br:4][C:5]1[CH:10]=[N:9][C:8]([O:2][CH3:1])=[C:7]2[NH:12][N:13]=[CH:14][C:6]=12 |f:0.1,3.4|. Procedure details: Sodium methoxide (28% in MeOH) (3 ml) was added to 4-bromo-7-chloro-1H-pyrazolo[3,4-c]pyridine (126 mg) obtained in the 2nd step, followed by stirring at 90° C. for 5 hours. A saturated ammonium chloride aqueous solution was added to the reaction solution and an insoluble precipitate was collected by filtration. The obtained residue was washed with water and a yellow solid of 4-bromo-7-methoxy-1H-pyrazolo[3,4-c]pyridine (133 mg) was thus obtained. Starting materials: ClP(Cl)c1ccccc1, Cl, O, O=P(O)(O)c1ccccc1. Yields the product OP(O)c1ccccc1. As a reaction SMILES: [Cl:1][P:2]([Cl:3])[c:4]1[cH:5][cH:6][cH:7][cH:8][cH:9]1.[ClH:10].[OH2:21].[c:11]1([P:17]([OH:18])(=[O:19])[OH:20])[cH:12][cH:13][cH:14][cH:15][cH:16]1>>[c:11]1([P:17]([OH:18])[OH:19])[cH:12][cH:13][cH:14][cH:15][cH:16]1. The reactants are Cl (Hydrochloric acid), COC=1C=C(C=CC1OC)/C(/C#N)=C/C=1OC(=CC1)N1CCN(CC1)CCO ((Z)-2-(3,4-dimethoxy-phenyl)-3-{5-[4-(2-hydroxy-ethyl)-piperazin-1-yl]-furan-2-yl}-acrylonitrile). Reaction conditions: time 20 minute. Product: Cl.COC=1C=C(C=CC1OC)/C(/C#N)=C/C=1OC(=CC1)N1CCN(CC1)CCO ((Z)-2-(3,4-dimethoxy-phenyl)-3-{5-[4-(2-hydroxy-ethyl)-piperazin-1-yl]-furan-2-yl}-acrylonitrile hydrochloride). Isolated yield 90.0%. As a reaction SMILES: [ClH:1].[CH3:2][O:3][C:4]1[CH:5]=[C:6](/[C:12](=[CH:15]/[C:16]2[O:17][C:18]([N:21]3[CH2:26][CH2:25][N:24]([CH2:27][CH2:28][OH:29])[CH2:23][CH2:22]3)=[CH:19][CH:20]=2)/[C:13]#[N:14])[CH:7]=[CH:8][C:9]=1[O:10][CH3:11]>>[ClH:1].[CH3:2][O:3][C:4]1[CH:5]=[C:6](/[C:12](=[CH:15]/[C:16]2[O:17][C:18]([N:21]3[CH2:26][CH2:25][N:24]([CH2:27][CH2:28][OH:29])[CH2:23][CH2:22]3)=[CH:19][CH:20]=2)/[C:13]#[N:14])[CH:7]=[CH:8][C:9]=1[O:10][CH3:11] |f:2.3|. Procedure: 0.1N Hydrochloric acid (11.8 mL) was added to Compound 28 (410 mg) for dissolution, and purified water (20 mL) was added to the solution, followed by stirring at room temperature for 20 minutes. The reaction mixture was lyophilized, to thereby yield the target product (yield: 404 mg, 90%). Starting materials: C([O-])([O-])=O.[Cs+].[Cs+] (cesium carbonate), CC(C)C1=CC(=C(C(=C1)C(C)C)C2=C(C=CC=C2)P(C3CCCCC3)C4CCCCC4)C(C)C (X-phos), BrC1=C(C=CC(=C1)[N+](=O)[O-])OC (2-bromo-1-methoxy-4-nitrobenzene), CNCCN(C)C (N1, N2, N2-trimethylethane-1,2-diamine). Reagents/catalysts: CC(=O)[O-].CC(=O)[O-].[Pd+2] (Pd(OAc)2). The solvent is C1(=CC=CC=C1)C (toluene). Reaction conditions: temperature 100 celsius, time 8 hour. The product is COC1=C(C=C(C=C1)[N+](=O)[O-])N(CCN(C)C)C (N1-(2-methoxy-5-nitrophenyl)-N1, N2, N2-trimethylethane-1,2-diamine). Yield: 26.8%. RXN SMILES: C(=O)([O-])[O-].[Cs+].[Cs+].CC(C1C=C(C(C)C)C(C2C=CC=CC=2P(C2CCCCC2)C2CCCCC2)=C(C(C)C)C=1)C.Br[C:42]1[CH:47]=[C:46]([N+:48]([O-:50])=[O:49])[CH:45]=[CH:44][C:43]=1[O:51][CH3:52].[CH3:53][NH:54][CH2:55][CH2:56][N:57]([CH3:59])[CH3:58]>CC([O-])=O.CC([O-])=O.[Pd+2].C1(C)C=CC=CC=1>[CH3:52][O:51][C:43]1[CH:44]=[CH:45][C:46]([N+:48]([O-:50])=[O:49])=[CH:47][C:42]=1[N:54]([CH3:53])[CH2:55][CH2:56][N:57]([CH3:59])[CH3:58] |f:0.1.2,6.7.8|. Procedure details: An oven-dried flask was charged with cesium carbonate (2.28 g, 7 mmol, 1.4 eq), Pd(OAc)2 (79 mg, 0.35 mmol, 0.07 eq), and X-phos (238 mg, 0.5 mmol, 0.1 eq) under nitrogen. 2-bromo-1-methoxy-4-nitrobenzene (1.16 g, 5 mmol, 1 eq), N1, N2, N2-trimethylethane-1,2-diamine (613 mg, 6 mmol, 1.2 eq) and toluene (20 mL, 0.25 M) were added, and the mixture was heated to 100° C. with stirring overnight. The reaction mixture was cooled to room temperature and concentrated. The crude product was then purifie... Reactants: ClC=1C=C(C=CC1)N1N=CC(=C(C1=O)OCC(C)C)C1=CC=C(C=C1)S(=O)(=O)C (2-(3-chlorophenyl)-4-(2-methylpropoxy)-5-[4-(methylsulfonyl)phenyl]-3(2H)-pyridazinone), N (NH3). Yields the product ClC=1C=C(C=CC1)N1N=CC(=C(C1=O)OCC(C)C)C1=CC=C(C=C1)S(=O)(=O)N (2-(3-Chlorophenyl)-4-(2-methylpropoxy)-5-[4-(aminosulfonyl)phenyl]-3(2H)-pyridazinone). As a reaction SMILES: [Cl:1][C:2]1[CH:3]=[C:4]([N:8]2[C:13](=[O:14])[C:12]([O:15][CH2:16][CH:17]([CH3:19])[CH3:18])=[C:11]([C:20]3[CH:25]=[CH:24][C:23]([S:26](C)(=[O:28])=[O:27])=[CH:22][CH:21]=3)[CH:10]=[N:9]2)[CH:5]=[CH:6][CH:7]=1.[NH3:30]>>[Cl:1][C:2]1[CH:3]=[C:4]([N:8]2[C:13](=[O:14])[C:12]([O:15][CH2:16][CH:17]([CH3:19])[CH3:18])=[C:11]([C:20]3[CH:25]=[CH:24][C:23]([S:26]([NH2:30])(=[O:28])=[O:27])=[CH:22][CH:21]=3)[CH:10]=[N:9]2)[CH:5]=[CH:6][CH:7]=1. Reported procedure: The title compound was prepared according to the method of Example 384, substituting 2-(3-chlorophenyl)-4-(2-methylpropoxy)-5-[4-(methylsulfonyl)phenyl]-3(2H)-pyridazinone (Example 335) in place of 2-benzyl-4-(4-fluorophenyl)-5-[4-(methylsulfonyl)phenyl]-3(2H)-pyridazinone (yield: 0.0458 g, 25%). mp 80-85° C. 1H NMR (300 MHz, DMSO d6) δ 0.80 (d, J=6 Hz, 6H), 1.74-1.92 (m, 3H), 4.20 (d, J=6 Hz, 2H), 7.49-7.64 (m, 5H), 7.76 (m, 1H), 7.85 (m, 2H), 7.95 (m, 2H), 8.21 (m, 1H). MS (DCI/NH3) m/z 434 (M... Starting materials: ClC1=CC=C2C(C(=O)OC(N2)=O)=C1 (5-chloroisatoic anhydride), N1C(=O)C(=O)C2=CC=CC=C12 (isatin), FC=1C=C2C(C(NC2=CC1)=O)=O (5-fluoroisatin). The product is CC1=C2C(N3C(=NC2=CC=C1)C(C1=CC=CC=C13)=O)=O (1-Methylindolo[2,1-b]quinazoline-6,12-dione). The yield is 31.0%. RXN SMILES: Cl[C:2]1[CH:13]=[C:6]2[C:7]([O:9][C:10](=[O:12])[NH:11][C:5]2=[CH:4][CH:3]=1)=O.[NH:14]1[C:24]2[C:19](=[CH:20][CH:21]=[CH:22][CH:23]=2)C(=O)[C:15]1=O.F[C:26]1C=C2C(=CC=1)NC(=O)C2=O>>[CH3:26][C:20]1[CH:21]=[CH:22][CH:23]=[C:24]2[C:19]=1[C:10](=[O:12])[N:11]1[C:5]3[C:6](=[CH:13][CH:2]=[CH:3][CH:4]=3)[C:7](=[O:9])[C:15]1=[N:14]2. Reported procedure: Using the procedure in Example 12 and substituting 6-methylisatoic anhydride for 5-chloroisatoic anhydride and isatin for 5-fluoroisatin gave the title compound in 31% yield: mp 304°-307° C.; 1H NMR (300 MHz, CDCl3) δ 8.65 (d, 1H), 7.9 (t, 1H), 7.9 (t, 1H), 7.88 (t, 1H), 7.78 (t, 1H), 7.68 (t, 1H), 7.42 (dt, 1H), 7.41 (t, 1H), 3.0 (s, 3H); MS (M+H)+ 263.1, (M+CH4CN)+ 304.